This data is from the Open Reaction Database (ORD), a public repository of structured organic reaction records. The task is: describe an organic reaction: reactants, conditions, products, and yield The reactants are C(=O)NC1=NNC2=CC=C(C=C12)C(F)(F)F (3-formylamino-5-trifluoromethylindazole), CN(C(=O)Cl)C (dimethylcarbamic acid chloride), O (water). Solvent: N1=CC=CC=C1 (pyridine). Product: CN(C(=O)N1N=C(C2=CC(=CC=C12)C(F)(F)F)NC=O)C (3formylamino-5-trifluoromethylindazole-1-carboxylic acid dimethylamide). The yield is 57.0%. RXN SMILES: [CH:1]([NH:3][C:4]1[C:12]2[C:7](=[CH:8][CH:9]=[C:10]([C:13]([F:16])([F:15])[F:14])[CH:11]=2)[NH:6][N:5]=1)=[O:2].[CH3:17][N:18]([CH3:22])[C:19](Cl)=[O:20].O>N1C=CC=CC=1>[CH3:17][N:18]([CH3:22])[C:19]([N:6]1[C:7]2[C:12](=[CH:11][C:10]([C:13]([F:16])([F:14])[F:15])=[CH:9][CH:8]=2)[C:4]([NH:3][CH:1]=[O:2])=[N:5]1)=[O:20]. Procedure: 0.2 mol of 3-formylamino-5-trifluoromethylindazole and 0.05 mol of dimethylcarbamic acid chloride in 20 ml of pyridine are heated for 4 hours to 50° C. After cooling, 150 ml of water are allowed to run in and the reaction product which has crystallized out is isolated by filtration. Recrystallization from ethanol gives 3formylamino-5-trifluoromethylindazole-1-carboxylic acid dimethylamide (melting point: 198°-200° C; 57% of theory). Starting materials: Boc, C(C)(C)(C)ONC(=O)C1=CC=C2C(=CC(NC2=C1C)(C)C)C (7-tert-butyloxycarbamoyl-1,2-dihydro-2,2,4,8-tetramethylquinoline), NC1=CC=C2C(=CC(NC2=C1)(C)C)C (7-amino-1,2-dihydro-2,2,4-trimethylquinoline). The product is NC1=CC=C2C(=CC(NC2=C1C)(C)C)C (7-Amino-1,2-dihydro-2,2,4,8-tetramethylquinoline). Reaction SMILES: C(ONC([C:9]1[C:18]([CH3:19])=[C:17]2[C:12]([C:13]([CH3:22])=[CH:14][C:15]([CH3:21])([CH3:20])[NH:16]2)=[CH:11][CH:10]=1)=O)(C)(C)C.[NH2:23]C1C=C2C(C(C)=CC(C)(C)N2)=CC=1>>[NH2:23][C:9]1[C:18]([CH3:19])=[C:17]2[C:12]([C:13]([CH3:22])=[CH:14][C:15]([CH3:21])([CH3:20])[NH:16]2)=[CH:11][CH:10]=1. Procedure: Removal of the Boc protective group of 7-tert-butyloxycarbamoyl-1,2-dihydro-2,2,4,8-tetramethylquinoline (400 mg, 1.32 mmol) was effected in the manner similar to that described for 7-amino-1,2-dihydro-2,2,4-trimethylquinoline (EXAMPLE 13), affording 267 mg (quantitative) of the desired aniline as a light reddish oil. Data for 7-amino-1,2-dihydro-2,2,4,8-tetramethylquinoline: 1H NMR (400 MHz, CDCl3) 6.82 (d, 1H, J=8.2 Hz, 5-H), 6.08 (d, 1H, J=8.1 Hz, 6-H), 5.15 (d, 1H, J=1.2 Hz, 3-H), 3.56 (br s... The reactants are C[C@H]1C(=O)O[C@H](C(=O)O1)C (L-(-)-lactide), C1(CCCCCO1)=O (epsilon caprolactone), C(C1=CC=CC=C1)(=O)OOC(C1=CC=CC=C1)=O (dibenzoyl peroxide). Solvent: C1=CC=CC=C1 (benzene). Yields the product C[C@H]1C(=O)O[C@H](C(=O)O1)C.C1(CCCCCO1)=O (L-(-)-Lactide Epsilon Caprolactone). Reaction SMILES: [CH3:1][C@@H:2]1[O:9][C:7](=[O:8])[C@H:6]([CH3:10])[O:5][C:3]1=[O:4].[C:11]1(=[O:18])[O:17][CH2:16][CH2:15][CH2:14][CH2:13][CH2:12]1.C(OOC(=O)C1C=CC=CC=1)(=O)C1C=CC=CC=1>C1C=CC=CC=1>[CH3:1][C@@H:2]1[O:9][C:7](=[O:8])[C@H:6]([CH3:10])[O:5][C:3]1=[O:4].[C:11]1(=[O:18])[O:17][CH2:16][CH2:15][CH2:14][CH2:13][CH2:12]1 |f:4.5|. Procedure details: 110 Grams of a copolymer prepared from 75 parts by weight of L-(-)-lactide and 25 parts by weight of epsilon caprolactone according to the procedure of Example II is blended with 8 grams of dibenzoyl peroxide according to the procedure of Example VIII. The cured copolymer thus obtained is easily molded into colorless, transparent thermosets which are insoluble in benzene. The tensile strength of the cured copolymer is 1560 psi; the total elongation is 450 percent; the initial elastic modulus is ...